From a dataset of the Open Reaction Database (ORD), a public repository of structured organic reaction records. describe an organic reaction: reactants, conditions, products, and yield RXN SMILES: [C:1]([CH:2]([CH3:3])[CH3:4])(=[O:5])[c:6]1[cH:7][cH:8][c:9](-[c:11]2[cH:12][cH:13][c:14]([C:15](=[O:16])[OH:17])[cH:18][cH:19]2)[s:10]1.[CH:31]([N:32]([CH2:33][CH3:34])[CH:35]([CH3:36])[CH3:37])([CH3:38])[CH3:39].[Cl:56][CH2:57][Cl:58].[Li:20].[NH:40]1[CH:41]([CH2:45][N:46]2[CH2:47][CH2:48][CH2:49][CH2:50]2)[CH2:42][CH2:43][CH2:44]1.[O:51]=[CH:52][N:53]([CH3:54])[CH3:55].[OH:21][n:22]1[c:23]2[c:24]([cH:25][cH:26][cH:27][cH:28]2)[n:29][n:30]1>>[C:1]([CH:2]([CH3:3])[CH3:4])(=[O:5])[c:6]1[cH:7][cH:8][c:9](-[c:11]2[cH:12][cH:13][c:14]([C:15](=[O:17])[N:40]3[CH:41]([CH2:45][N:46]4[CH2:47][CH2:48][CH2:49][CH2:50]4)[CH2:42][CH2:43][CH2:44]3)[cH:18][cH:19]2)[s:10]1. Reactants: CC(C)C(=O)c1ccc(-c2ccc(C(=O)O)cc2)s1, CCN(C(C)C)C(C)C, ClCCl, [Li], C1CNC(CN2CCCC2)C1, CN(C)C=O, On1nnc2ccccc21. Product: CC(C)C(=O)c1ccc(-c2ccc(C(=O)N3CCCC3CN3CCCC3)cc2)s1. Reactants: 8(a), NC1=CC(=NN1C1=NC=CC=C1)C (5-amino-3-methyl-1-(2-pyridyl)pyrazole), N(=O)[O-].[Na+] (sodium nitrite). Solvent: C(C)(=O)O (acetic acid). Product: NC1=C(C(=NN1C1=NC=CC=C1)C)N=O (5-Amino-3-methyl-4-nitroso-1-(2-pyridyl)pyrazole). The yield is 53.0%. As a reaction SMILES: [NH2:1][C:2]1[N:6]([C:7]2[CH:12]=[CH:11][CH:10]=[CH:9][N:8]=2)[N:5]=[C:4]([CH3:13])[CH:3]=1.[N:14]([O-])=[O:15].[Na+]>C(O)(=O)C>[NH2:1][C:2]1[N:6]([C:7]2[CH:12]=[CH:11][CH:10]=[CH:9][N:8]=2)[N:5]=[C:4]([CH3:13])[C:3]=1[N:14]=[O:15] |f:1.2|. Reported procedure: By the method of Preparation 8(a), 5-amino-3-methyl-1-(2-pyridyl)pyrazole (2.21 g, 12.7 mmol) was treated with sodium nitrite in aqueous acetic acid. The precipitated solid was triturated with methanol (250 ml), and the mother liquors were concentrated under reduced pressure to give the title compound as a red-brown solid (1.37 g, 53%). Yields the product O=C1CCC(C2CCC3(CC2)OCCO3)N1. As a reaction SMILES: [CH3:17][OH:18].[O:1]1[CH2:2][CH2:3][O:4][C:5]12[CH2:6][CH2:7][CH:8]([CH:11]1[CH:12]=[CH:13][C:14](=[O:16])[NH:15]1)[CH2:9][CH2:10]2>>[O:1]1[CH2:2][CH2:3][O:4][C:5]12[CH2:6][CH2:7][CH:8]([CH:11]1[CH2:12][CH2:13][C:14](=[O:16])[NH:15]1)[CH2:9][CH2:10]2. Starting materials: CO, O=C1C=CC(C2CCC3(CC2)OCCO3)N1. Starting materials: Cc1ccccc1, O=C(Cl)Cl, CCC(CC)C(N)=C(C)C#N. Product: CCC(CC)C(N)=C(C#N)C(=O)Cl. As a reaction SMILES: [CH3:16][c:17]1[cH:18][cH:19][cH:20][cH:21][cH:22]1.[Cl:1][C:2]([Cl:3])=[O:4].[NH2:5][C:6](=[C:7]([CH3:8])[C:9]#[N:10])[CH:11]([CH2:12][CH3:13])[CH2:14][CH3:15]>>[Cl:1][C:2](=[O:4])[C:7](=[C:6]([NH2:5])[CH:11]([CH2:12][CH3:13])[CH2:14][CH3:15])[C:9]#[N:10]. Reactants: C(C)(C)(C)OC(CCN1CC(OCC1)C1=CC=C(C=C1)O)=O (3-[2-(4-hydroxy-phenyl)-morpholin-4-yl]-propionic acid tert-butyl ester), ClC1=C(C(=CC=C1)Cl)F (2,6-dichlorofluorobenzene), C(=O)([O-])[O-].[K+].[K+] (K2CO3). The solvent is CN(C)C=O (DMF), CCOCC (Et2O). The product is C(C)(C)(C)OC(CCN1CC(OCC1)C1=CC=C(C=C1)OC1=C(C=CC=C1Cl)Cl)=O (3-{2-[4-(2,6-dichloro-phenoxy)-phenyl]-morpholin-4-yl}-propionic acid tert-butyl ester). As a reaction SMILES: [C:1]([O:5][C:6](=[O:22])[CH2:7][CH2:8][N:9]1[CH2:14][CH2:13][O:12][CH:11]([C:15]2[CH:20]=[CH:19][C:18]([OH:21])=[CH:17][CH:16]=2)[CH2:10]1)([CH3:4])([CH3:3])[CH3:2].[Cl:23][C:24]1[CH:29]=[CH:28][CH:27]=[C:26]([Cl:30])[C:25]=1F.C([O-])([O-])=O.[K+].[K+]>CN(C=O)C.CCOCC>[C:1]([O:5][C:6](=[O:22])[CH2:7][CH2:8][N:9]1[CH2:14][CH2:13][O:12][CH:11]([C:15]2[CH:16]=[CH:17][C:18]([O:21][C:25]3[C:24]([Cl:23])=[CH:29][CH:28]=[CH:27][C:26]=3[Cl:30])=[CH:19][CH:20]=2)[CH2:10]1)([CH3:4])([CH3:2])[CH3:3] |f:2.3.4|. Procedure details: A mixture of 3-[2-(4-hydroxy-phenyl)-morpholin-4-yl]-propionic acid tert-butyl ester (200 mg; 0.65 mmol), 2,6-dichlorofluorobenzene (107.35 mg; 0.65 mmol) and K2CO3 (134.9 mg; 0.98 mmol), in DMF (10 mL) was heated at 100° C., for 2 days. After cooling to RT the mixture was diluted with Et2O and washed with water (3 times). The combined organic layers were dried (Na2SO4), filtered, and concentrated in vacuo. The residue was purified by column chromatography (Et2O) to afford 3-{2-[4-(2,6-dichloro-...